Dataset: the Open Reaction Database (ORD), a public repository of structured organic reaction records. Task: describe an organic reaction: reactants, conditions, products, and yield Starting materials: N#Cc1c(Br)sc2nc3c(c(-c4cccs4)c12)CCCCC3, COc1ccc(B(O)O)cc1, COCCOC, [Na+], O=C([O-])O, O. Product: COc1ccc(-c2sc3nc4c(c(-c5cccs5)c3c2C#N)CCCCC4)cc1. As a reaction SMILES: [Br:1][c:2]1[c:3]([C:21]#[N:22])[c:4]2[c:5](-[c:16]3[s:17][cH:18][cH:19][cH:20]3)[c:6]3[c:7]([n:8][c:9]2[s:10]1)[CH2:11][CH2:12][CH2:13][CH2:14][CH2:15]3.[CH3:23][O:24][c:25]1[cH:26][cH:27][c:28]([B:31]([OH:32])[OH:33])[cH:29][cH:30]1.[CH3:39][O:40][CH2:41][CH2:42][O:43][CH3:44].[Na+:38].[O-:34][C:35]([OH:36])=[O:37].[OH2:45]>>[c:2]1(-[c:28]2[cH:27][cH:26][c:25]([O:24][CH3:23])[cH:30][cH:29]2)[c:3]([C:21]#[N:22])[c:4]2[c:5](-[c:16]3[s:17][cH:18][cH:19][cH:20]3)[c:6]3[c:7]([n:8][c:9]2[s:10]1)[CH2:11][CH2:12][CH2:13][CH2:14][CH2:15]3. Reactants: c1ccc(CNCc2ccccc2)cc1, C(=NC1CCCCC1)=NC1CCCCC1, Cl, On1nnc2ccccc21, c1ccncc1, O=C(O)Cc1ccccn1. Product: O=C(Cc1ccccn1)N(Cc1ccccc1)Cc1ccccc1. As a reaction SMILES: [CH2:12]([c:13]1[cH:14][cH:15][cH:16][cH:17][cH:18]1)[NH:19][CH2:20][c:21]1[cH:22][cH:23][cH:24][cH:25][cH:26]1.[CH2:37]1[CH2:38][CH2:39][CH:40]([N:41]=[C:42]=[N:43][CH:44]2[CH2:45][CH2:46][CH2:47][CH2:48][CH2:49]2)[CH2:50][CH2:51]1.[ClH:1].[OH:27][n:28]1[c:29]2[cH:30][cH:31][cH:32][cH:33][c:34]2[n:35][n:36]1.[cH:52]1[cH:53][cH:54][n:55][cH:56][cH:57]1.[n:2]1[c:3]([CH2:8][C:9](=[O:10])[OH:11])[cH:4][cH:5][cH:6][cH:7]1>>[n:2]1[c:3]([CH2:8][C:9](=[O:11])[N:19]([CH2:12][c:13]2[cH:14][cH:15][cH:16][cH:17][cH:18]2)[CH2:20][c:21]2[cH:22][cH:23][cH:24][cH:25][cH:26]2)[cH:4][cH:5][cH:6][cH:7]1. Starting materials: ClC1=C2C=CN(C2=CC=C1)S(=O)(=O)C1=CC=C(C=C1)C (4-chloro-1-(toluene-4-sulfonyl)-1H-indole), Cl (hydrochloric acid), C(C)(C)NC(C)C (diisopropyl amine), C(CCC)[Li] (n-butyl lithium), ClC(=O)OC (methyl chloroformate). The solvent is O1CCCC1 (tetrahydrofuran), O1CCCC1 (tetrahydrofuran), CCCCCC (hexane). Run at time 15 minute. Yields the product C(C)(C)[N-]C(C)C.[Li+] (lithium diisopropyl amide), COC(=O)C=1N(C2=CC=CC(=C2C1)Cl)S(=O)(=O)C1=CC=C(C=C1)C (4-chloro-1-(toluene-4-sulfonyl)-1H-indole-2-carboxylic acid methyl ester), solid. Yield: 82.0%. Reaction SMILES: C([Li:5])CCC.[CH:6]([NH:9][CH:10]([CH3:12])[CH3:11])([CH3:8])[CH3:7].[Cl:13][C:14]1[CH:22]=[CH:21][CH:20]=[C:19]2[C:15]=1[CH:16]=[CH:17][N:18]2[S:23]([C:26]1[CH:31]=[CH:30][C:29]([CH3:32])=[CH:28][CH:27]=1)(=[O:25])=[O:24].Cl[C:34]([O:36][CH3:37])=[O:35].Cl>O1CCCC1.CCCCCC>[CH:6]([N-:9][CH:10]([CH3:12])[CH3:11])([CH3:8])[CH3:7].[Li+:5].[CH3:37][O:36][C:34]([C:17]1[N:18]([S:23]([C:26]2[CH:31]=[CH:30][C:29]([CH3:32])=[CH:28][CH:27]=2)(=[O:25])=[O:24])[C:19]2[C:15]([CH:16]=1)=[C:14]([Cl:13])[CH:22]=[CH:21][CH:20]=2)=[O:35] |f:7.8|. Reported procedure: A lithium diisopropyl amide solution was prepared by adding, at −78° C., a hexane solution of 1.0 M n-butyl lithium to an anhydrous tetrahydrofuran (THF) solution (1.5 ml) of diisopropyl amine (370 μl). The prepared solution was added at −78° C. to a tetrahydrofuran (THF) solution (6 ml) of 4-chloro-1-(toluene-4-sulfonyl)-1H-indole. This was stirred for 15 minutes. After adding methyl chloroformate (169 μl) thereto, the reaction mixture was stirred at −78° C. for 15 minutes, and then an aqueous ... Reactants: BrN1C(CCC1=O)=O (N-bromosuccinimide), CC=1C=C(C=CC1)S(=O)(=O)Cl (3-methyl-benzenesulfonyl chloride). Reagents/catalysts: CC(C)(C#N)N=NC(C)(C)C#N (AIBN). Solvent: C(Cl)(Cl)(Cl)Cl (carbon tetrachloride). The product is BrCC=1C=C(C=CC1)S(=O)(=O)Cl (3-bromomethyl-benzenesulfonyl chloride). Isolated yield 37.0%. RXN SMILES: [Br:1]N1C(=O)CCC1=O.[CH3:9][C:10]1[CH:11]=[C:12]([S:16]([Cl:19])(=[O:18])=[O:17])[CH:13]=[CH:14][CH:15]=1>C(Cl)(Cl)(Cl)Cl.CC(N=NC(C#N)(C)C)(C#N)C>[Br:1][CH2:9][C:10]1[CH:11]=[C:12]([S:16]([Cl:19])(=[O:18])=[O:17])[CH:13]=[CH:14][CH:15]=1. Procedure: Add N-bromosuccinimide (9.34 g, 52.5 mmol) and AIBN (5 mg, 0.32 mmol) to a solution of 3-methyl-benzenesulfonyl chloride (10.0 g, 52.5 mmol) in carbon tetrachloride (52 mL), and heat the solution at reflux for 12 hours. Filter the mixture to remove solids and condense under reduced pressure to afford a thick oil. Purify by flash chromatography to yield the title compound as an off-white crystalline solid (5.24 g, 19.4 mmol): 1H NMR (CDCl3) δ 4.54 (s, 2H), 7.62 (m, 1H), 7.78 (m, 1H), 7.98 (m, 1H)... The reactants are [Al+3], O=C1COC(CC23CCC(c4ccccc42)c2ccccc23)CN1Cc1ccccc1, CCOC(C)=O, [H-], [H-], [H-], [H-], [Li+], C1COCCO1, O. Yields the product c1ccc(CN2CCOC(CC34CCC(c5ccccc53)c3ccccc34)C2)cc1. RXN SMILES: [Al+3:33].[CH2:1]([c:2]1[cH:3][cH:4][cH:5][cH:6][cH:7]1)[N:8]1[CH2:9][CH:10]([CH2:15][C:16]23[c:17]4[cH:18][cH:19][cH:20][cH:21][c:22]4[CH:23]([c:24]4[cH:25][cH:26][cH:27][cH:28][c:29]42)[CH2:30][CH2:31]3)[O:11][CH2:12][C:13]1=[O:14].[CH3:45][CH2:46][O:47][C:48](=[O:49])[CH3:50].[H-:32].[H-:35].[H-:36].[H-:37].[Li+:34].[O:39]1[CH2:40][CH2:41][O:42][CH2:43][CH2:44]1.[OH2:38]>>[CH2:1]([c:2]1[cH:3][cH:4][cH:5][cH:6][cH:7]1)[N:8]1[CH2:9][CH:10]([CH2:15][C:16]23[c:17]4[cH:18][cH:19][cH:20][cH:21][c:22]4[CH:23]([c:24]4[cH:25][cH:26][cH:27][cH:28][c:29]42)[CH2:30][CH2:31]3)[O:11][CH2:12][CH2:13]1. The reactants are CCOC(C)=O, CCCCCC, CCCCCC, CN(C)C=O, CCCc1c(OC)c(OC)cc2c1C(=O)N(CCl)S2(=O)=O, [Na], Sc1nnnn1-c1ccccc1. Product: CCCc1c(OC)c(OC)cc2c1C(=O)N(CSc1nnnn1-c1ccccc1)S2(=O)=O. Reaction SMILES: [C:41]([O:42][CH2:43][CH3:44])(=[O:45])[CH3:46].[CH3:35][CH2:36][CH2:37][CH2:38][CH2:39][CH3:40].[CH3:47][CH2:48][CH2:49][CH2:50][CH2:51][CH3:52].[CH3:53][N:54]([CH3:55])[CH:56]=[O:57].[Cl:1][CH2:2][N:3]1[S:4](=[O:5])(=[O:6])[c:7]2[cH:8][c:9]([O:20][CH3:21])[c:10]([O:18][CH3:19])[c:11]([CH2:15][CH2:16][CH3:17])[c:12]2[C:13]1=[O:14].[Na:22].[c:23]1(-[n:29]2[n:30][n:31][n:32][c:33]2[SH:34])[cH:24][cH:25][cH:26][cH:27][cH:28]1>>[CH2:2]([N:3]1[S:4](=[O:5])(=[O:6])[c:7]2[cH:8][c:9]([O:20][CH3:21])[c:10]([O:18][CH3:19])[c:11]([CH2:15][CH2:16][CH3:17])[c:12]2[C:13]1=[O:14])[S:34][c:33]1[n:29](-[c:23]2[cH:24][cH:25][cH:26][cH:27][cH:28]2)[n:30][n:31][n:32]1.